describe an organic reaction: reactants, conditions, products, and yield From a dataset of the Open Reaction Database (ORD), a public repository of structured organic reaction records. Reactants: C(C)OC(C(C)C1=CC(=C(C=C1)O)N)=O (2-(3-amino-4-hydroxy-phenyl)-propionic acid ethyl ester), C1=CC=C(C=C1)OC(=S)Cl (phenyl chlorothionoformate), C1CCC2=NCCCN2CC1 (DBU), O (water). The solvent is CN(C)C=O (DMF). Conditions: time 16 hour. The product is C(C)OC(C(C)C=1C=CC2=C(NC(O2)=S)C1)=O (2-(2-Thioxo-2,3-dihydro-benzooxazol-5-yl)-propionic acid ethyl ester). Reaction SMILES: [CH2:1]([O:3][C:4](=[O:15])[CH:5]([C:7]1[CH:12]=[CH:11][C:10]([OH:13])=[C:9]([NH2:14])[CH:8]=1)[CH3:6])[CH3:2].C1C=CC(O[C:23](Cl)=[S:24])=CC=1.C1CCN2C(=NCCC2)CC1.O>CN(C=O)C>[CH2:1]([O:3][C:4](=[O:15])[CH:5]([C:7]1[CH:12]=[CH:11][C:10]2[O:13][C:23](=[S:24])[NH:14][C:9]=2[CH:8]=1)[CH3:6])[CH3:2]. Procedure: A solution of 2-(3-amino-4-hydroxy-phenyl)-propionic acid ethyl ester (370 mg) in DMF (2 mL) was added phenyl chlorothionoformate (380 mg in DMF), and DBU (540 mg, in DMF) at room temperature. The reaction mixture was stirred for 16 h at room temperature and water was added to this mixture. The resulting mixture was extracted with ethyl ether. The combined organic layer was dried over magnesium sulfate, filtered and concentrated in vacuo. The resulting residue was chromatographed on silica gel (... Starting materials: CCn1c(=O)c(-c2nccs2)cc2c(C)nc(Nc3ccc(N4CCN(C(=O)OC(C)(C)C)CC4)cc3)nc21, CO, Cl, C1COCCO1. The product is CCn1c(=O)c(-c2nccs2)cc2c(C)nc(Nc3ccc(N4CCNCC4)cc3)nc21. Reaction SMILES: [CH2:2]([CH3:3])[n:4]1[c:5](=[O:40])[c:6](-[c:35]2[s:36][cH:37][cH:38][n:39]2)[cH:7][c:8]2[c:9]1[n:10][c:11]([NH:15][c:16]1[cH:17][cH:18][c:19]([N:22]3[CH2:23][CH2:24][N:25]([C:28]([O:29][C:30]([CH3:31])([CH3:32])[CH3:33])=[O:34])[CH2:26][CH2:27]3)[cH:20][cH:21]1)[n:12][c:13]2[CH3:14].[CH3:47][OH:48].[ClH:1].[O:41]1[CH2:42][CH2:43][O:44][CH2:45][CH2:46]1>>[CH2:2]([CH3:3])[n:4]1[c:5](=[O:40])[c:6](-[c:35]2[s:36][cH:37][cH:38][n:39]2)[cH:7][c:8]2[c:9]1[n:10][c:11]([NH:15][c:16]1[cH:17][cH:18][c:19]([N:22]3[CH2:23][CH2:24][NH:25][CH2:26][CH2:27]3)[cH:20][cH:21]1)[n:12][c:13]2[CH3:14]. Reactants: Poly-I-lactic acid diol, PTFE, O.C1(=CC=C(C=C1)S(=O)(=O)O)C (p-Toluene sulfonic acid monohydrate), C(=C)OCC1(CCCCC1)COC=C.C(Cl)(Cl)Cl (CHDMDVE chloroform), glass, Polyacetal, Diamino Ester Caprolactone, CHDM CHDMDVE phenylalanine ester-caprolactone, diphenylalanine ester caprolactone. The product is diol, C(=C)OCC1(CCCCC1)COC=C (CHDMDVE). The yield is 261.5%. Reaction SMILES: O.C1(C)C=CC(S(O)(=O)=O)=CC=1.[CH:13]([O:15][CH2:16][C:17]1([CH2:23][O:24][CH:25]=[CH2:26])[CH2:22][CH2:21][CH2:20][CH2:19][CH2:18]1)=[CH2:14].C(Cl)(Cl)Cl>>[CH:25]([O:24][CH2:23][C:17]1([CH2:16][O:15][CH:13]=[CH2:14])[CH2:22][CH2:21][CH2:20][CH2:19][CH2:18]1)=[CH2:26] |f:0.1,2.3|. Reported procedure: PLA Based Polyacetal Containing Diamino Ester/Caprolactone Adduct Polyacetal(PLA/CHDM/CHDMDVE/phenylalanine ester-caprolactone adduct) was produced using the following procedure: Poly-I-lactic acid diol (4 g, Mn=5200/Mw=10800) and diphenylalanine ester/caprolactone (3.0 g) adducts were placed into a 125 ml glass vial. p-Toluene sulfonic acid monohydrate(16 mg) was added to the vial and the contents dried in a vacuum oven (100 C/4 hr). The vial was then stoppered (silicon stopper/aluminium crimp ...